From a dataset of the Open Reaction Database (ORD), a public repository of structured organic reaction records. describe an organic reaction: reactants, conditions, products, and yield Starting materials: Fc1ccc(F)c(C2CCCN2c2ccc3ncc(Br)n3n2)c1, N#Cc1ccc(B(O)O)cc1, [Na+], [Na+], O=C([O-])[O-], C1COCCO1, O. Product: N#Cc1ccc(-c2cnc3ccc(N4CCCC4c4cc(F)ccc4F)nn23)cc1. RXN SMILES: [Br:1][c:2]1[cH:3][n:4][c:5]2[n:6]1[n:7][c:8]([N:11]1[CH:12]([c:16]3[c:17]([F:23])[cH:18][cH:19][c:20]([F:22])[cH:21]3)[CH2:13][CH2:14][CH2:15]1)[cH:9][cH:10]2.[C:30](#[N:31])[c:32]1[cH:33][cH:34][c:35]([B:38]([OH:39])[OH:40])[cH:36][cH:37]1.[Na+:24].[Na+:25].[O-:26][C:27](=[O:28])[O-:29].[O:41]1[CH2:42][CH2:43][O:44][CH2:45][CH2:46]1.[OH2:47]>>[c:2]1(-[c:35]2[cH:34][cH:33][c:32]([C:30]#[N:31])[cH:37][cH:36]2)[cH:3][n:4][c:5]2[n:6]1[n:7][c:8]([N:11]1[CH:12]([c:16]3[c:17]([F:23])[cH:18][cH:19][c:20]([F:22])[cH:21]3)[CH2:13][CH2:14][CH2:15]1)[cH:9][cH:10]2.